Dataset: the Open Reaction Database (ORD), a public repository of structured organic reaction records. Task: describe an organic reaction: reactants, conditions, products, and yield Reactants: C=O, [Li]CCCC, C1CCOC1, CCOCn1cnc2c(N(Cc3ccccc3)Cc3ccccc3)nc3ccccc3c21. Yields the product CCOCn1c(CO)nc2c(N(Cc3ccccc3)Cc3ccccc3)nc3ccccc3c21. RXN SMILES: [CH2:38]=[O:39].[Li:1][CH2:2][CH2:3][CH2:4][CH3:5].[O:40]1[CH2:41][CH2:42][CH2:43][CH2:44]1.[c:6]1([CH2:12][N:13]([c:14]2[n:15][c:16]3[cH:17][cH:18][cH:19][cH:20][c:21]3[c:22]3[c:23]2[n:24][cH:25][n:26]3[CH2:27][O:28][CH2:29][CH3:30])[CH2:31][c:32]2[cH:33][cH:34][cH:35][cH:36][cH:37]2)[cH:7][cH:8][cH:9][cH:10][cH:11]1>>[c:6]1([CH2:12][N:13]([c:14]2[n:15][c:16]3[cH:17][cH:18][cH:19][cH:20][c:21]3[c:22]3[c:23]2[n:24][c:25]([CH2:38][OH:39])[n:26]3[CH2:27][O:28][CH2:29][CH3:30])[CH2:31][c:32]2[cH:33][cH:34][cH:35][cH:36][cH:37]2)[cH:7][cH:8][cH:9][cH:10][cH:11]1. The reactants are CCO, ClC(Cl)=C(Cl)c1cc(Cl)cc(CBr)c1, [N-]=[N+]=[N-], [Na+]. The product is [N-]=[N+]=NCc1cc(Cl)cc(C(Cl)=C(Cl)Cl)c1. As a reaction SMILES: [CH3:19][CH2:20][OH:21].[Cl:1][c:2]1[cH:3][c:4]([CH2:5][Br:6])[cH:7][c:8]([C:10](=[C:11]([Cl:12])[Cl:13])[Cl:14])[cH:9]1.[N-:16]=[N+:17]=[N-:18].[Na+:15]>>[Cl:1][c:2]1[cH:3][c:4]([CH2:5][N:16]=[N+:17]=[N-:18])[cH:7][c:8]([C:10](=[C:11]([Cl:12])[Cl:13])[Cl:14])[cH:9]1. Reactants: CCN(CC)CCN1CCc2[nH]c(C=O)c(C)c2C1=O, C1CCNCC1, CCO, O=C1Cc2cc(F)ccc2N1. Product: CCN(CC)CCN1CCc2[nH]c(C=C3C(=O)Nc4ccc(F)cc43)c(C)c2C1=O. Reaction SMILES: [CH2:1]([CH3:2])[N:3]([CH2:4][CH2:5][N:6]1[C:7](=[O:18])[c:8]2[c:9]([nH:12][c:13]([CH:16]=[O:17])[c:14]2[CH3:15])[CH2:10][CH2:11]1)[CH2:19][CH3:20].[CH2:32]1[CH2:33][CH2:34][NH:35][CH2:36][CH2:37]1.[CH3:38][CH2:39][OH:40].[F:21][c:22]1[cH:23][c:24]2[c:28]([cH:29][cH:30]1)[NH:27][C:26](=[O:31])[CH2:25]2>>[CH2:1]([CH3:2])[N:3]([CH2:4][CH2:5][N:6]1[C:7](=[O:18])[c:8]2[c:9]([nH:12][c:13]([CH:16]=[C:25]3[c:24]4[cH:23][c:22]([F:21])[cH:30][cH:29][c:28]4[NH:27][C:26]3=[O:31])[c:14]2[CH3:15])[CH2:10][CH2:11]1)[CH2:19][CH3:20]. Reactants: ClC1=NC2=CC=C(C=C2C=C1)Cl (2,6-Dichloroquinoline), Cl (hydrochloric acid), C1=CC=C(C=C1)[O-].[Na+] (sodium phenate), OC1=CC=C(OC(C(=O)O)C)C=C1 (2-(4-Hydroxyphenoxy)propionic acid), [Na][Na] (disodium), [OH-].[Na+] (sodium hydroxide). The solvent is CS(=O)C (DMSO), O (water), CS(=O)C (dimethylsulfoxide), O (water). Run at temperature 125 celsius. Product: ClC=1C=C2C=CC(=NC2=CC1)OC1=CC=C(OC(C(=O)O)C)C=C1 (2-(4-((6-Chloro-2-quinolinyl)oxy)phenoxy)propionic acid). Reaction SMILES: [OH:1][C:2]1[CH:13]=[CH:12][C:5]([O:6][CH:7]([CH3:11])[C:8]([OH:10])=[O:9])=[CH:4][CH:3]=1.[OH-].[Na+].[Na][Na].Cl[C:19]1[CH:28]=[CH:27][C:26]2[C:21](=[CH:22][CH:23]=[C:24]([Cl:29])[CH:25]=2)[N:20]=1.C1C=CC([O-])=CC=1.[Na+].Cl>CS(C)=O.O>[Cl:29][C:24]1[CH:25]=[C:26]2[C:21](=[CH:22][CH:23]=1)[N:20]=[C:19]([O:1][C:2]1[CH:3]=[CH:4][C:5]([O:6][CH:7]([CH3:11])[C:8]([OH:10])=[O:9])=[CH:12][CH:13]=1)[CH:28]=[CH:27]2 |f:1.2,5.6|. Procedure details: 2-(4-Hydroxyphenoxy)propionic acid (2.85 gm, 0.0156 mole) was dissolved in 60 ml of dimethylsulfoxide. A solution of sodium hydroxide (1.25 gm, 0.031 mole) in 2.0 ml of water was added and the mixture stirred for a few minutes to insure complete conversion to the disodium salt. 2,6-Dichloroquinoline (3.1 gm, 0.0126 mole) was dissolved in 50 ml of DMSO and then added all at once to the sodium phenate solution. The reaction mixture was then heated to about 125° C. and stirred at this temperature f... Reactants: CCCCCC1CCC(=O)O1 (γ-nonalactone), S(=O)(Cl)Cl (thionyl chloride), CO (methanol). Reagents/catalysts: [Cl-].[Zn+2].[Cl-] (zinc chloride). Reaction conditions: time 24 hour. Yields the product COC(CCC(CCCCC)Cl)=O (4-chloro-nonanoic acid methyl ester). As a reaction SMILES: [CH3:1][CH2:2][CH2:3][CH2:4][CH2:5][CH:6]1[O:11][C:9](=O)[CH2:8][CH2:7]1.S(Cl)([Cl:14])=O.[CH3:16][OH:17]>[Cl-].[Zn+2].[Cl-]>[CH3:16][O:17][C:9](=[O:11])[CH2:8][CH2:7][CH:6]([Cl:14])[CH2:5][CH2:4][CH2:3][CH2:2][CH3:1] |f:3.4.5|. Procedure: To a solution of γ-nonalactone (0.32 ml, 2 mmol) in thionyl chloride (164 μl, 2.25 mmol), zinc chloride (12 mg, 0.088 mmol) is added at room temperature and the mixture is stirred for 24 h. Excess methanol is added and the reaction mixture is stirred for 10 min and then concentrated under reduced pressure to give 4-chloro-nonanoic acid methyl ester used as such.